Dataset: the Open Reaction Database (ORD), a public repository of structured organic reaction records. Task: describe an organic reaction: reactants, conditions, products, and yield The product is CN1CCc2c(n(-c3ccccc3)c3ccccc23)CC1. Reaction SMILES: [CH2:1]=[O:2].[CH3:23][CH2:24][OH:25].[c:3]1(-[n:9]2[c:10]3[c:11]([c:12]4[cH:13][cH:14][cH:15][cH:16][c:17]24)[CH2:18][CH2:19][NH:20][CH2:21][CH2:22]3)[cH:4][cH:5][cH:6][cH:7][cH:8]1>>[CH3:1][N:20]1[CH2:19][CH2:18][c:11]2[c:10]([n:9](-[c:3]3[cH:4][cH:5][cH:6][cH:7][cH:8]3)[c:17]3[c:12]2[cH:13][cH:14][cH:15][cH:16]3)[CH2:22][CH2:21]1. Reactants: C=O, CCO, c1ccc(-n2c3c(c4ccccc42)CCNCC3)cc1. Starting materials: COC(=O)C=1OC2=C(C1)C=C(C=C2)O (5-hydroxy-benzofuran-2-carboxylic acid methyl ester), C(=O)([O-])[O-].[Cs+].[Cs+] (Cs2CO3), ClC=1SC=2C(=NC=CC2)N1 (2-chloro-thiazolo[4,5-b]pyridine), O (water). Run in CN(C)C=O (DMF). Conditions: temperature 50 celsius. Yields the product COC(=O)C=1OC2=C(C1)C=C(C=C2)OC=2SC=1C(=NC=CC1)N2 (5-(Thiazolo[4,5-b]pyridin-2-yloxy)-benzofuran-2-carboxylic acid methyl ester). The yield is 102.1%. RXN SMILES: [CH3:1][O:2][C:3]([C:5]1[O:6][C:7]2[CH:13]=[CH:12][C:11]([OH:14])=[CH:10][C:8]=2[CH:9]=1)=[O:4].C([O-])([O-])=O.[Cs+].[Cs+].Cl[C:22]1[S:23][C:24]2[C:25]([N:30]=1)=[N:26][CH:27]=[CH:28][CH:29]=2.O>CN(C=O)C>[CH3:1][O:2][C:3]([C:5]1[O:6][C:7]2[CH:13]=[CH:12][C:11]([O:14][C:22]3[S:23][C:24]4[C:25]([N:30]=3)=[N:26][CH:27]=[CH:28][CH:29]=4)=[CH:10][C:8]=2[CH:9]=1)=[O:4] |f:1.2.3|. Procedure details: To a solution of 5-hydroxy-benzofuran-2-carboxylic acid methyl ester (1.5 g, 7.8 mmol) in DMF (78 mL) was added Cs2CO3 (7.6 g, 26 mmol) and 2-chloro-thiazolo[4,5-b]pyridine (1.6 g, 7.8 mmol). The reaction mixture was heated (50° C., 10 h), cooled (rt) and water was added (50 mL). The resulting solid was filtered to provide the title compound as a colorless solid (2.6 g, 100%). MS (ESI): mass calcd. for C16H10N2O4S, 326.0; m/z found, 327.0 [M+H]+. 1H NMR (400 MHz, CDCl3): 8.57 (dd, J=4.8, 1.6, 1H...